From a dataset of the Open Reaction Database (ORD), a public repository of structured organic reaction records. describe an organic reaction: reactants, conditions, products, and yield The reactants are C(C)(C)(C)NS(=O)(=O)C (N-tert-butylmethanesulfonamide), C(=O)C1=CC=NC=C1 (4-Formylpyridine), C(C)(C)NC(C)C (diisopropylamine), solution, C(CCC)[Li] (1-butyllithium). The solvent is O1CCCC1 (tetrahydrofuran), O (Water), O1CCCC1 (tetrahydrofuran), CCCCCC (n-hexane). Conditions: temperature -60 celsius, time 30 minute. The product is C(C)(C)(C)NS(=O)(=O)CC(C1=CC=NC=C1)O (N-tert-butyl-2-hydroxy-2-(4-pyridyl)ethanesulfonamide). Reaction SMILES: C(NC(C)C)(C)C.C([Li])CCC.[C:13]([NH:17][S:18]([CH3:21])(=[O:20])=[O:19])([CH3:16])([CH3:15])[CH3:14].[CH:22]([C:24]1[CH:29]=[CH:28][N:27]=[CH:26][CH:25]=1)=[O:23]>O1CCCC1.CCCCCC.O>[C:13]([NH:17][S:18]([CH2:21][CH:22]([OH:23])[C:24]1[CH:29]=[CH:28][N:27]=[CH:26][CH:25]=1)(=[O:20])=[O:19])([CH3:16])([CH3:15])[CH3:14]. Procedure: To a solution of diisopropylamine (7.4 ml) in tetrahydrofuran (36 ml) was added dropwise a 1.6 M solution (30 ml) of 1-butyllithium in n-hexane under a nitrogen atmosphere at an inside temperature of from −62° C. to −48° C. over 5 minutes. After stirring for 30 min under ice-cooling, a solution of N-tert-butylmethanesulfonamide (3.63 g) in tetrahydrofuran (15 ml) was added dropwise at an inside temperature of from −60° C. to −50° C. over 5 minutes. After stirring for 1 hr under ice-cooling, the ... Reactants: FC(C1=CC(=CC=C1)C1=CC=NC=2N1N=CC2C=O)(F)F (7-(α,α,α-trifluoro-m-tolyl)pyrazolo[1,5-a]pyrimidine-3-carboxaldehyde), CO (methanol), [BH4-].[Na+] (sodium borohydride), Cl (hydrochloric acid). Reaction conditions: time 2 hour. The product is COCC=1C=NN2C1N=CC=C2C=2C=C(C=CC2)C(F)(F)F (3-(Methoxymethyl)-7-(α,α,α-trifluoro-m-tolyl)pyrazolo[1,5-a]pyrimidine). As a reaction SMILES: [F:1][C:2]([F:21])([F:20])[C:3]1[CH:8]=[CH:7][CH:6]=[C:5]([C:9]2[N:14]3[N:15]=[CH:16][C:17]([CH:18]=[O:19])=[C:13]3[N:12]=[CH:11][CH:10]=2)[CH:4]=1.[BH4-].[Na+].Cl.[CH3:25]O>>[CH3:25][O:19][CH2:18][C:17]1[CH:16]=[N:15][N:14]2[C:9]([C:5]3[CH:4]=[C:3]([C:2]([F:20])([F:1])[F:21])[CH:8]=[CH:7][CH:6]=3)=[CH:10][CH:11]=[N:12][C:13]=12 |f:1.2|. Procedure details: A suspension of 1.35 g. of 7-(α,α,α-trifluoro-m-tolyl)pyrazolo[1,5-a]pyrimidine-3-carboxaldehyde in 90 ml. of absolute methanol is treated with 0.175 g. of sodium borohydride. After stirring for 2 hours at room temperature, excess 1 N aqueous hydrochloric acid is added and the mixture with the methanol is concentrated under reduced pressure. The solid that separates is dissolved in methylene chloride and this solution is washed with a saturated sodium bicarbonate solution and then dried (sodium ... Starting materials: CC1(OB(OC1(C)C)C1=CC=C(OC2=NC=CC=C2)C=C1)C (2-[4-(4,4,5,5-Tetramethyl[1,3,2]dioxaborolan-2-yl)phenoxy]pyridine), aqueous solution, [Cl-].[Li+] (lithium chloride), C(C)(C)(C)OC(=O)N1C2C=C(CC1CC2)OS(=O)(=O)C(F)(F)F (3-trifluoromethanesulfonyloxy-8-azabicyclo[3.2.1]oct-2-ene-8-carboxylic acid tert-butyl ester), C(C)(C)(C)OC(=O)N1C2C=C(CC1CC2)OS(=O)(=O)C(F)(F)F (3-trifluoromethanesulfonyloxy-8-azabicyclo[3.2.1]oct-2-ene-8-carboxylic acid tert-butyl ester), C(=O)([O-])[O-].[K+].[K+] (K2CO3). Reagents/catalysts: [Pd].C1(=CC=CC=C1)P(C1=CC=CC=C1)C1=CC=CC=C1.C1(=CC=CC=C1)P(C1=CC=CC=C1)C1=CC=CC=C1.C1(=CC=CC=C1)P(C1=CC=CC=C1)C1=CC=CC=C1.C1(=CC=CC=C1)P(C1=CC=CC=C1)C1=CC=CC=C1 (tetrakis(triphenylphosphine)-palladium). Run in C(C)(=O)OCC (ethyl acetate), COCCOC (DME). Yields the product C(C)(C)(C)OC(=O)N1C2C=C(CC1CC2)C2=CC=C(C=C2)OC2=NC=CC=C2 (3-[4-(pyridin-2-yl-oxy)phenyl]-8-azabicyclo[3.2.1]oct-2-ene-8-carboxylic acid tert-butyl ester). The yield is 56.6%. Reaction SMILES: CC1(C)C(C)(C)OB([C:9]2[CH:21]=[CH:20][C:12]([O:13][C:14]3[CH:19]=[CH:18][CH:17]=[CH:16][N:15]=3)=[CH:11][CH:10]=2)O1.[C:23]([O:27][C:28]([N:30]1[CH:35]2[CH2:36][CH2:37][CH:31]1[CH:32]=[C:33](OS(C(F)(F)F)(=O)=O)[CH2:34]2)=[O:29])([CH3:26])([CH3:25])[CH3:24].[Cl-].[Li+].C([O-])([O-])=O.[K+].[K+]>COCCOC.[Pd].C1(P(C2C=CC=CC=2)C2C=CC=CC=2)C=CC=CC=1.C1(P(C2C=CC=CC=2)C2C=CC=CC=2)C=CC=CC=1.C1(P(C2C=CC=CC=2)C2C=CC=CC=2)C=CC=CC=1.C1(P(C2C=CC=CC=2)C2C=CC=CC=2)C=CC=CC=1.C(OCC)(=O)C>[C:23]([O:27][C:28]([N:30]1[CH:35]2[CH2:36][CH2:37][CH:31]1[CH:32]=[C:33]([C:9]1[CH:10]=[CH:11][C:12]([O:13][C:14]3[CH:19]=[CH:18][CH:17]=[CH:16][N:15]=3)=[CH:20][CH:21]=1)[CH2:34]2)=[O:29])([CH3:26])([CH3:24])[CH3:25] |f:2.3,4.5.6,8.9.10.11.12|. Reported procedure: 2-[4-(4,4,5,5-Tetramethyl[1,3,2]dioxaborolan-2-yl)phenoxy]pyridine (0.62 g, 2.1 mmol), 3-trifluoromethanesulfonyloxy-8-azabicyclo[3.2.1]oct-2-ene-8-carboxylic acid tert-butyl ester (0.75 g, 2.1 mmol) (intermediate 1), tetrakis(triphenylphosphine)-palladium (0.24 g, 0.21 mmol) and lithium chloride (0.107 g, 2.52 mmol) are placed in 10 ml of DME and 2.6 ml of a 2N aqueous solution of K2CO3. The reaction medium is refluxed for 16 h. After hydrolysis and extraction with ethyl acetate, the organic ph... Starting materials: FC(C=1C=C(C=C(C1)C(F)(F)F)CO[C@H]1[C@H](N(CCC1)C(=O)C=1OC=CC1)C1=CC=CC=C1)(F)F ((2R*,3R*)-3-((3,5-Bis(trifluoromethyl)phenyl)methyloxy)-1-(2-furoyl)-2-phenylpiperidine), CO (methanol). The solvent is O1CCCC1 (tetrahydrofuran). Product: FC(C=1C=C(C=C(C1)C(F)(F)F)CO[C@H]1[C@H](N(CCC1)CC=1OC=CC1)C1=CC=CC=C1)(F)F (2-[{(2R*,3R*)-3-((3,5-Bis(trifluoromethyl)phenyl)methyloxy)-2-phenylpiperidino}methyl]furan). RXN SMILES: [F:1][C:2]([F:35])([F:34])[C:3]1[CH:4]=[C:5]([CH2:13][O:14][C@@H:15]2[CH2:20][CH2:19][CH2:18][N:17]([C:21]([C:23]3[O:24][CH:25]=[CH:26][CH:27]=3)=O)[C@@H:16]2[C:28]2[CH:33]=[CH:32][CH:31]=[CH:30][CH:29]=2)[CH:6]=[C:7]([C:9]([F:12])([F:11])[F:10])[CH:8]=1.CO>O1CCCC1>[F:12][C:9]([F:10])([F:11])[C:7]1[CH:6]=[C:5]([CH2:13][O:14][C@@H:15]2[CH2:20][CH2:19][CH2:18][N:17]([CH2:21][C:23]3[O:24][CH:25]=[CH:26][CH:27]=3)[C@@H:16]2[C:28]2[CH:33]=[CH:32][CH:31]=[CH:30][CH:29]=2)[CH:4]=[C:3]([C:2]([F:35])([F:34])[F:1])[CH:8]=1. Procedure: The compound of Example 9 (340 mg) was dissolved in tetrahydrofuran. To this solution was added borane-dimethyl sulfide complex (0.18 ml of 10M solution) and the resulting solution was heated at reflux for 8 h. The mixture was cooled, methanol added to quench excess borane, and the solvents were removed in vacuo. The residue was dissolved in methanol (10 ml) and potassium carbonate was added (238 mg). This mixture was heated at reflux for 1 hour; the methanol was removed in vacuo and the residue...